This data is from the Open Reaction Database (ORD), a public repository of structured organic reaction records. The task is: describe an organic reaction: reactants, conditions, products, and yield The reactants are CC(C)(C)OC(=O)NCC1CC1c1cc(OC(=O)C(C)(C)C)ccc1OCC1CC1, CC(C)(C)[O-], CO, [Na+]. Product: CC(C)(C)OC(=O)NCC1CC1c1cc(O)ccc1OCC1CC1. As a reaction SMILES: [C:1]([CH3:2])([CH3:3])([CH3:4])[O:5][C:6]([NH:7][CH2:8][CH:9]1[CH:10]([c:12]2[c:13]([O:25][CH2:26][CH:27]3[CH2:28][CH2:29]3)[cH:14][cH:15][c:16]([O:18][C:19](=[O:20])[C:21]([CH3:22])([CH3:23])[CH3:24])[cH:17]2)[CH2:11]1)=[O:30].[CH3:31][C:32]([CH3:33])([O-:34])[CH3:35].[CH3:37][OH:38].[Na+:36]>>[C:1]([CH3:2])([CH3:3])([CH3:4])[O:5][C:6]([NH:7][CH2:8][CH:9]1[CH:10]([c:12]2[c:13]([O:25][CH2:26][CH:27]3[CH2:28][CH2:29]3)[cH:14][cH:15][c:16]([OH:18])[cH:17]2)[CH2:11]1)=[O:30]. Starting materials: C(=O)(C(F)(F)F)O (TFA), C1(=CC=C(C=C1)S(=O)(=O)O)C (para-toluenesulfonic acid), ice, C(C)(C)(C)OC(N[C@H](CC)[C@@H]1O[C@@H](CC1)C)=O ([(R)-1-(2R,5R)-(5-methyl-tetrahydro-furan-2-yl)-propyl]-carbamic acid tert-butyl ester). The solvent is C(Cl)Cl (DCM), CCOC(=O)C (EtOAc). Run at time 3 hour. Product: C1(=CC=C(C=C1)S(=O)(=O)O)C.C[C@@H]1CC[C@@H](O1)[C@@H](CC)N ((R)-1-((2R,5R)-5-methyl-tetrahydro-furan-2-yl)-propylamine para-toluenesulfonate Salt). RXN SMILES: C(OC(=O)[NH:7][C@@H:8]([C@H:11]1[CH2:15][CH2:14][C@@H:13]([CH3:16])[O:12]1)[CH2:9][CH3:10])(C)(C)C.C(O)(C(F)(F)F)=O.[C:25]1([CH3:35])[CH:30]=[CH:29][C:28]([S:31]([OH:34])(=[O:33])=[O:32])=[CH:27][CH:26]=1>C(Cl)Cl.CCOC(C)=O>[C:25]1([CH3:35])[CH:26]=[CH:27][C:28]([S:31]([OH:34])(=[O:32])=[O:33])=[CH:29][CH:30]=1.[CH3:16][C@H:13]1[O:12][C@@H:11]([C@H:8]([NH2:7])[CH2:9][CH3:10])[CH2:15][CH2:14]1 |f:5.6|. Procedure: To an ice-cooled solution of [(R)-1-(2R,5R)-(5-methyl-tetrahydro-furan-2-yl)-propyl]-carbamic acid tert-butyl ester (416 mg, 1.71 mmol) in dry DCM (4 ml) was added TFA (200 μl, 1.41 mmol) under an inert atmosphere of nitrogen. After stirring at room temperature for 3 h, the mixture was diluted with EtOAc (15 ml) and washed with saturated aqueous Na2CO3. The organic portion was dried (Na2SO4) and then para-toluenesulfonic acid (147 mg, 0.77 mmol) was added. After stirring, the solvent was removed... Reactants: oil, S(N)(O)(=O)=O (sulfamic acid), C(C)(C)(C)OC(=O)N1N=C(C=C1C)N(C1=NN(C(C2=CC(=CC=C12)CO)=O)C(C)C)C(=O)OC(C)(C)C (3-[tert-Butoxycarbonyl-(6-hydroxymethyl-3-isopropyl-4-oxo-3,4-dihydro-phthalazin-1-yl)-amino]-5-methyl-pyrazole-1-carboxylic acid tert-butyl ester), I(=O)(=O)C1=C(C(=O)O)C=CC=C1 (2-iodoxybenzoic acid), Cl(=O)[O-].[Na+] (sodium chlorite). The solvent is C(Cl)Cl (DCM), O (water), CS(=O)C (DMSO), C(Cl)Cl (DCM). Conditions: time 24 hour. Product: C(C)(C)(C)OC(=O)N(C1=NN(C(C2=CC(=CC=C12)C(=O)O)=O)C(C)C)C1=NN(C(=C1)C)C(=O)OC(C)(C)C (1-[tert-Butoxycarbonyl-(1-tert-butoxycarbonyl-5-methyl-1H-pyrazol-3-yl)-amino]-3-iso-propyl-4-oxo-3,4-dihydro-phthalazine-6-carboxylic acid). Yield: 42.8%. As a reaction SMILES: [C:1]([O:5][C:6]([N:8]1[C:12]([CH3:13])=[CH:11][C:10]([N:14]([C:31]([O:33][C:34]([CH3:37])([CH3:36])[CH3:35])=[O:32])[C:15]2[C:24]3[C:19](=[CH:20][C:21]([CH2:25][OH:26])=[CH:22][CH:23]=3)[C:18](=[O:27])[N:17]([CH:28]([CH3:30])[CH3:29])[N:16]=2)=[N:9]1)=[O:7])([CH3:4])([CH3:3])[CH3:2].I(C1C=CC=CC=1C(O)=O)(=O)=[O:39].S(=O)(=O)(O)N.Cl([O-])=O.[Na+]>CS(C)=O.C(Cl)Cl.O>[C:34]([O:33][C:31]([N:14]([C:10]1[CH:11]=[C:12]([CH3:13])[N:8]([C:6]([O:5][C:1]([CH3:4])([CH3:2])[CH3:3])=[O:7])[N:9]=1)[C:15]1[C:24]2[C:19](=[CH:20][C:21]([C:25]([OH:39])=[O:26])=[CH:22][CH:23]=2)[C:18](=[O:27])[N:17]([CH:28]([CH3:29])[CH3:30])[N:16]=1)=[O:32])([CH3:35])([CH3:37])[CH3:36] |f:3.4|. Procedure details: 3-[tert-Butoxycarbonyl-(6-hydroxymethyl-3-isopropyl-4-oxo-3,4-dihydro-phthalazin-1-yl)-amino]-5-methyl-pyrazole-1-carboxylic acid tert-butyl ester (0.2 g, 0.39 mmol) was dissolved in DMSO (3 ml). To this was added 2-iodoxybenzoic acid (IBX) (0.22 g, 0.78 mmol) in one portion and the reaction mixture was stirred at RT for 24 hours. After this time, the reaction mixture was partitioned between EtOAc (20 ml) and water (20 ml), the organic layer was separated and washed with water (3×20 ml) before b... The reactants are C(=O)([O-])[O-].[K+].[K+] (K2CO3), CC(CC1=CC=C(C=C1)C)CC (p-(2-methylbutyl)toluene), CC(=CC1=CC=C(C=C1)C)CC (p-(2-methylbutenyl)toluene). The reagents and catalysts are [O-2].[Cr+3].[O-2].[O-2].[Cr+3] (chromium oxide). Product: CC1=CC2=CC=C(C=C2C=C1)C (2,6-dimethylnaphthalene), C12-alkylindanes. Reaction SMILES: [CH3:1][CH:2]([CH2:11][CH3:12])[CH2:3][C:4]1[CH:9]=[CH:8][C:7]([CH3:10])=[CH:6][CH:5]=1.CC(CC)=CC1C=CC(C)=CC=1.C([O-])([O-])=O.[K+].[K+]>[O-2].[Cr+3].[O-2].[O-2].[Cr+3]>[CH3:1][C:2]1[CH:11]=[CH:12][C:5]2[C:4](=[CH:9][CH:8]=[C:7]([CH3:10])[CH:6]=2)[CH:3]=1 |f:2.3.4,5.6.7.8.9|. Procedure details: contacting p-(2-methylbutyl)toluene or p-(2-methylbutenyl)toluene under dehydrocyclization conditions with a catalyst comprising supported chromium oxide modified with K2CO3 to produce 2,6-dimethylnaphthalene with simultaneous fragmentation of C12-alkylindanes or -indenes. Reactants: CCCC[N+](CCCC)(CCCC)CCCC, ClCCl, CI, [K+], [OH-], Cc1ccc(S(=O)(=O)n2ccc3c(CO)cccc32)cc1, O=S(=O)([O-])O. The product is COCc1cccc2c1ccn2S(=O)(=O)c1ccc(C)cc1. As a reaction SMILES: [CH2:31]([N+:32]([CH2:33][CH2:34][CH2:35][CH3:36])([CH2:37][CH2:38][CH2:39][CH3:40])[CH2:41][CH2:42][CH2:43][CH3:44])[CH2:45][CH2:46][CH3:47].[CH2:48]([Cl:49])[Cl:50].[CH3:3][I:4].[K+:2].[OH-:1].[OH:5][CH2:6][c:7]1[c:8]2[cH:9][cH:10][n:11]([S:16](=[O:17])(=[O:18])[c:19]3[cH:20][cH:21][c:22]([CH3:23])[cH:24][cH:25]3)[c:12]2[cH:13][cH:14][cH:15]1.[S:26]([O-:27])([OH:28])(=[O:29])=[O:30]>>[CH3:3][O:5][CH2:6][c:7]1[c:8]2[cH:9][cH:10][n:11]([S:16](=[O:17])(=[O:18])[c:19]3[cH:20][cH:21][c:22]([CH3:23])[cH:24][cH:25]3)[c:12]2[cH:13][cH:14][cH:15]1. Starting materials: CCO, CCCCCCC(Nc1ccc(C(=O)OC)cc1)c1cc2cc(Cl)ccc2n1C, [Na+], C1CCOC1, [OH-]. Yields the product CCCCCCC(Nc1ccc(C(=O)O)cc1)c1cc2cc(Cl)ccc2n1C. Reaction SMILES: [CH3:37][CH2:38][OH:39].[Cl:1][c:2]1[cH:3][c:4]2[cH:5][c:6]([CH:12]([CH2:13][CH2:14][CH2:15][CH2:16][CH2:17][CH3:18])[NH:19][c:20]3[cH:21][cH:22][c:23]([C:24](=[O:25])[O:26][CH3:27])[cH:28][cH:29]3)[n:7]([CH3:11])[c:8]2[cH:9][cH:10]1.[Na+:36].[O:30]1[CH2:31][CH2:32][CH2:33][CH2:34]1.[OH-:35]>>[Cl:1][c:2]1[cH:3][c:4]2[cH:5][c:6]([CH:12]([CH2:13][CH2:14][CH2:15][CH2:16][CH2:17][CH3:18])[NH:19][c:20]3[cH:21][cH:22][c:23]([C:24](=[O:25])[OH:26])[cH:28][cH:29]3)[n:7]([CH3:11])[c:8]2[cH:9][cH:10]1. Reaction SMILES: [CH2:1]([CH3:2])[O:3][C:4]([CH:5]=[C:6]([CH:7]([CH:8]([CH2:9][CH2:10][CH3:11])[CH3:12])[CH3:13])[NH:14][O:15][CH3:16])=[O:17].[CH3:20][OH:21].[H:18][H:19]>>[CH2:1]([CH3:2])[O:3][C:4]([CH:5]=[C:6]([CH:7]([CH:8]([CH2:9][CH2:10][CH3:11])[CH3:12])[CH3:13])[NH2:14])=[O:17]. Yields the product CCCC(C)C(C)C(N)=CC(=O)OCC. Reactants: CCCC(C)C(C)C(=CC(=O)OCC)NOC, CO, [H][H].